From a dataset of the Open Reaction Database (ORD), a public repository of structured organic reaction records. describe an organic reaction: reactants, conditions, products, and yield Starting materials: BrC1=CC=C2C(=NNC2=C1)O (6-bromo-1H-indazol-3-ol), C(C)OC(=O)N1N=C(C2=C(C=CC=C12)Br)O (4-Bromo-3-hydroxy-indazole-1-carboxylic acid ethyl ester). The product is C(C)OC(=O)N1N=C(C2=CC=C(C=C12)Br)O (6-Bromo-3-hydroxy-indazole-1-carboxylic acid ethyl ester). As a reaction SMILES: [Br:1][C:2]1[CH:10]=[C:9]2[C:5]([C:6]([OH:11])=[N:7][NH:8]2)=[CH:4][CH:3]=1.[CH2:12]([O:14][C:15](N1C2C(=C(Br)C=CC=2)C(O)=N1)=[O:16])[CH3:13]>>[CH2:12]([O:14][C:15]([N:8]1[C:9]2[C:5](=[CH:4][CH:3]=[C:2]([Br:1])[CH:10]=2)[C:6]([OH:11])=[N:7]1)=[O:16])[CH3:13]. Procedure: 6-Bromo-3-hydroxy-indazole-1-carboxylic acid ethyl ester CCXXXV was prepared from 6-bromo-1H-indazol-3-ol using the procedure described for preparation of 4-Bromo-3-hydroxy-indazole-1-carboxylic acid ethyl ester CLXXXIV (Example 37). Reactants: [Si](C)(C)(C(C)(C)C)OCCCCI (4-(t-butyldimethylsilyloxy)-1-iodobutane), C(CCC)[Li] (n-butyl lithium), CCCCCC (hexane), [Si](C)(C)(C(C)(C)C)OCCCCC(S(=O)(=O)C1=CC=C(C=C1)Cl)C1=C(C=CC(=C1)F)F (2-[5-(t-Butyldimethylsilyloxy)-1-[(4-chlorophenyl)sulfonyl]pentyl]-1,4-difluorobenzene). The solvent is O (Water), O1CCCC1 (tetrahydrofuran). Run at time 3 day. Yields the product [Si](C)(C)(C(C)(C)C)OCCCCC(S(=O)(=O)C1=CC=C(C=C1)Cl)(CCCCO[Si](C)(C)C(C)(C)C)C1=C(C=CC(=C1)F)F (2-[5-(t-Butyldimethylsilyloxy)-1-[4-(t-butyldimethylsilyloxy)butyl]-1-(4-chlorophenylsulfonyl)pentyl]-1,4-difluorobenzene). As a reaction SMILES: C([Li])CCC.CCCCCC.[Si:12]([O:19][CH2:20][CH2:21][CH2:22][CH2:23][CH:24]([C:35]1[CH:40]=[C:39]([F:41])[CH:38]=[CH:37][C:36]=1[F:42])[S:25]([C:28]1[CH:33]=[CH:32][C:31]([Cl:34])=[CH:30][CH:29]=1)(=[O:27])=[O:26])([C:15]([CH3:18])([CH3:17])[CH3:16])([CH3:14])[CH3:13].[Si:43]([O:50][CH2:51][CH2:52][CH2:53][CH2:54]I)([C:46]([CH3:49])([CH3:48])[CH3:47])([CH3:45])[CH3:44]>O.O1CCCC1>[Si:12]([O:19][CH2:20][CH2:21][CH2:22][CH2:23][C:24]([C:35]1[CH:40]=[C:39]([F:41])[CH:38]=[CH:37][C:36]=1[F:42])([CH2:54][CH2:53][CH2:52][CH2:51][O:50][Si:43]([C:46]([CH3:47])([CH3:49])[CH3:48])([CH3:44])[CH3:45])[S:25]([C:28]1[CH:29]=[CH:30][C:31]([Cl:34])=[CH:32][CH:33]=1)(=[O:27])=[O:26])([C:15]([CH3:18])([CH3:17])[CH3:16])([CH3:14])[CH3:13]. Reported procedure: In an argon gas stream and at −78° C., n-butyl lithium (a 1.57M hexane solution, 0.358 ml, 0.562 mmol) was added to a tetrahydrofuran (4 ml) solution of the 2-[5-(t-butyldimethylsilyloxy)-1-[(4-chlorophenyl)sulfonyl]pentyl]-1,4-difluorobenzene (250 mg, 0.511 mmol) obtained in Example 15. The temperature of the resulting mixture was raised to room temperature. After cooling to −78° C., 4-(t-butyldimethylsilyloxy)-1-iodobutane (0.146 ml, 0.562 mmol) was added dropwise to the reaction mixture. The ... Solvent: C(Cl)Cl (DCM). Reaction SMILES: [C:1]([C:4]1([C:7]2[CH:38]=[CH:37][CH:36]=[CH:35][C:8]=2[CH2:9][CH2:10][C:11]2[C:16]([Cl:17])=[CH:15][N:14]=[C:13]([NH:18][C:19]3[CH:24]=[CH:23][C:22]([CH:25]([NH:27]C(=O)OC(C)(C)C)[CH3:26])=[CH:21][CH:20]=3)[N:12]=2)[CH2:6][CH2:5]1)(=[O:3])[NH2:2].FC(F)(F)C(O)=O>C(Cl)Cl>[NH2:27][CH:25]([C:22]1[CH:21]=[CH:20][C:19]([NH:18][C:13]2[N:12]=[C:11]([CH2:10][CH2:9][C:8]3[CH:35]=[CH:36][CH:37]=[CH:38][C:7]=3[C:4]3([C:1]([NH2:2])=[O:3])[CH2:5][CH2:6]3)[C:16]([Cl:17])=[CH:15][N:14]=2)=[CH:24][CH:23]=1)[CH3:26]. Yields the product NC(C)C1=CC=C(C=C1)NC1=NC=C(C(=N1)CCC1=C(C=CC=C1)C1(CC1)C(=O)N)Cl (1-(2-(2-(2-((4-(1-Aminoethyl)phenyl)amino)-5-chloropyrimidin-4-yl)ethyl)phenyl)cyclopropanecarboxamide). Procedure: To a solution of tert-butyl (1-(4-((4-(2-(1-carbamoylcyclopropyl)phenethyl)-5-chloropyrimidin-2-yl)amino)phenyl)ethyl)carbamate 24 (0.012 g, 0.022 mmol) in DCM (1 mL) was added trifluoroacetic acid (0.5 mL). The mixture was stirred at ambient temperature for 2 hours before the volatiles were removed in vacuo. The crude residue was loaded onto an SCX cartridge conditioned with methanol. The cartridge was washed with methanol and then 2 N ammonia in ethanol. The basic fractions were combined and t... Conditions: time 2 hour. Starting materials: C(N)(=O)C1(CC1)C1=C(CCC2=NC(=NC=C2Cl)NC2=CC=C(C=C2)C(C)NC(OC(C)(C)C)=O)C=CC=C1 (tert-Butyl (1-(4-((4-(2-(1-carbamoylcyclopropyl)phenethyl)-5-chloropyrimidin-2-yl)amino)phenyl)ethyl)carbamate), FC(C(=O)O)(F)F (trifluoroacetic acid). The yield is 93.8%. Starting materials: C1(=CC=CC=C1)C=1C=C(SC1CCC)C(C)=O (1-(4-phenyl-5-propyl-thiophen-2-yl)-ethanone), CC=1C=C(C=O)C=C(C1O)C (3,5-dimethyl-4-hydroxybenzaldehyde). Run in C(C)O (ethanol), Cl (HCl), C(C)(C)O (isopropanol), O (water). Conditions: time 16 hour. Yields the product OC1=C(C=C(C=C1C)CCC(=O)C=1SC(=C(C1)C1=CC=CC=C1)CCC)C (3-(4-hydroxy-3,5-dimethyl-phenyl)-1-(4-phenyl-5-propyl-thiophen-2-yl)-propan-1-one). The yield is 79.0%. RXN SMILES: [C:1]1([C:7]2[CH:8]=[C:9]([C:15](=[O:17])[CH3:16])[S:10][C:11]=2[CH2:12][CH2:13][CH3:14])[CH:6]=[CH:5][CH:4]=[CH:3][CH:2]=1.[CH3:18][C:19]1[CH:20]=[C:21]([CH:24]=[C:25]([CH3:28])[C:26]=1[OH:27])[CH:22]=O>C(O)C.Cl.C(O)(C)C.O>[OH:27][C:26]1[C:25]([CH3:28])=[CH:24][C:21]([CH2:22][CH2:16][C:15]([C:9]2[S:10][C:11]([CH2:12][CH2:13][CH3:14])=[C:7]([C:1]3[CH:2]=[CH:3][CH:4]=[CH:5][CH:6]=3)[CH:8]=2)=[O:17])=[CH:20][C:19]=1[CH3:18]. Procedure: A solution of 1-(4-phenyl-5-propyl-thiophen-2-yl)-ethanone (450 mg, 1.84 mmol) and 3,5-dimethyl-4-hydroxybenzaldehyde (331 mg, 2.21 mmol) in ethanol (4 mL) and 5 N HCl in isopropanol (2 mL) is stirred at rt for 18 h. The dark solution is diluted with water and extracted with EA. The organic extract is evaporated, dissolved in methanol (5 mL) and THF (5 mL) and treated with Pd/C (100 mg, 10% Pd). The slurry is stirred under 1.8 bar of H2 for 16 h. The mixture is filtered, the solvent of the filtr... Reactants: C(CC)#N (Propionitrile), 316, stainless steel, C(CC)(=O)N (propionamide), [OH-].[Ca+2].[OH-] (Calcium hydroxide), O (water), O (water). Run at temperature 200 celsius, time 1 hour. The product is C(CC)(=O)[O-].[Ca+2].C(CC)(=O)[O-] (calcium propionate). The yield is 62.0%. Reaction SMILES: C(#N)CC.[OH-:5].[Ca+2:6].[OH-].O.[C:9](N)(=[O:12])[CH2:10][CH3:11]>>[C:9]([O-:12])(=[O:5])[CH2:10][CH3:11].[Ca+2:6].[C:9]([O-:12])(=[O:5])[CH2:10][CH3:11] |f:1.2.3,6.7.8|. Reported procedure: Propionitrile (311.5 g, 5.66 mol, supplied by Solutia Inc., refined: 99.6% min) was charged into a one gallon 316 stainless steel autoclave through a funnel. Calcium hydroxide (229.3 g, 3.09 mol, supplied by Mississippi Lime, CODEX Hydrated Lime), and deionized water (1007.2 g, 55.9 mol) were mixed to produce a slurry and charged to the autoclave through the same funnel. A second portion of deionized water (345.1 g, 19.2 mol) was used to rinse the calcium hydroxide slurry container and was charg... Reactants: COC(=O)[C@H]1N(CC[C@H]1O[Si](C)(C)C(C)(C)C)C(=O)OC(C)(C)C ((2S,3R)-3-(tert-Butyldimethylsilanyloxy)pyrrolidine-1,2-dicarboxylic acid 1-tert-butyl ester 2-methyl ester), solution, [Li+].CC(C)[N-]C(C)C (LDA), IC (iodomethane), O (water). Solvent: C1CCOC1 (THF), CCOC(=O)C (EtOAc). Reaction conditions: temperature -30 celsius, time 0.5 hour. Yields the product COC(=O)[C@@]1(N(CC[C@H]1O[Si](C)(C)C(C)(C)C)C(=O)OC(C)(C)C)C ((2R,3R)-3-(tert-Butyldimethylsilanyloxy)-2-methylpyrrolidine-1,2-dicarboxylic acid 1-tert-butyl ester-2-methyl ester). The yield is 17.8%. Reaction SMILES: [CH3:1][O:2][C:3]([C@@H:5]1[C@H:9]([O:10][Si:11]([C:14]([CH3:17])([CH3:16])[CH3:15])([CH3:13])[CH3:12])[CH2:8][CH2:7][N:6]1[C:18]([O:20][C:21]([CH3:24])([CH3:23])[CH3:22])=[O:19])=[O:4].[Li+].[CH3:26]C([N-]C(C)C)C.IC.O>C1COCC1.CCOC(C)=O>[CH3:1][O:2][C:3]([C@@:5]1([CH3:26])[C@H:9]([O:10][Si:11]([C:14]([CH3:17])([CH3:15])[CH3:16])([CH3:13])[CH3:12])[CH2:8][CH2:7][N:6]1[C:18]([O:20][C:21]([CH3:24])([CH3:23])[CH3:22])=[O:19])=[O:4] |f:1.2|. Procedure: To a solution of (2S,3R)-3-(tert-Butyldimethylsilanyloxy)pyrrolidine-1,2-dicarboxylic acid 1-tert-butyl ester 2-methyl ester (51A) (195 mg, 0.54 mmol) in THF (6 mL) at −78° C. was added a 1.8 M solution of LDA (0.66 mL, 1.19 mmol). After stirring for 1.5 h at −78° C. and 0.5 h at −30° C., the reaction was cooled again to −78° C. and iodomethane (0.2 mL, 3.21 mmol) was added. The mixture was stirred at −78° C. for 1 h and at −20° C. for 4 h. After warming to rt, water and EtOAc were added and the... Starting materials: CC1(C=2C=CC(=CC2C(CC1)(C)C)C(C)OC(=O)C1=CC=C(C(=O)OCC=C)C=C1)C (Allyl (-)-4-{[1-(5,6,7,8-tetrahydro -5,5,8,8-tetramethyl-2-naphthyl) ethyloxy]carbonyl}benzoate), N1CCOCC1 (morpholine), C(C)O (ethanol). The reagents and catalysts are C=1C=CC(=CC1)[P](C=2C=CC=CC2)(C=3C=CC=CC3)[Pd]([P](C=4C=CC=CC4)(C=5C=CC=CC5)C=6C=CC=CC6)([P](C=7C=CC=CC7)(C=8C=CC=CC8)C=9C=CC=CC9)[P](C=1C=CC=CC1)(C=1C=CC=CC1)C=1C=CC=CC1 (tetrakis(triphenylphosphine)palladium(0)). Run in C1CCOC1 (THF). The product is CC1(C=2C=CC(=CC2C(CC1)(C)C)C(C)OC(=O)C1=CC=C(C(=O)O)C=C1)C ((-)-4-{[1-(5,6,7,8-tetrahydro-5,5,8,8-tetramethyl-2-naphthyl)ethyloxy]carbonyl}benzoic acid). RXN SMILES: [CH3:1][C:2]1([CH3:31])[CH2:11][CH2:10][C:9]([CH3:13])([CH3:12])[C:8]2[CH:7]=[C:6]([CH:14]([O:16][C:17]([C:19]3[CH:30]=[CH:29][C:22]([C:23]([O:25]CC=C)=[O:24])=[CH:21][CH:20]=3)=[O:18])[CH3:15])[CH:5]=[CH:4][C:3]1=2.N1CCOCC1.C(O)C>C1COCC1.C1C=CC([P]([Pd]([P](C2C=CC=CC=2)(C2C=CC=CC=2)C2C=CC=CC=2)([P](C2C=CC=CC=2)(C2C=CC=CC=2)C2C=CC=CC=2)[P](C2C=CC=CC=2)(C2C=CC=CC=2)C2C=CC=CC=2)(C2C=CC=CC=2)C2C=CC=CC=2)=CC=1>[CH3:31][C:2]1([CH3:1])[CH2:11][CH2:10][C:9]([CH3:12])([CH3:13])[C:8]2[CH:7]=[C:6]([CH:14]([O:16][C:17]([C:19]3[CH:20]=[CH:21][C:22]([C:23]([OH:25])=[O:24])=[CH:29][CH:30]=3)=[O:18])[CH3:15])[CH:5]=[CH:4][C:3]1=2 |^1:49,51,70,89|. Procedure: A solution of 2.40 g (5.71 mmol) of the ester obtained in Example 59 (b) in 30 ml of THF is treated with mg of tetrakis(triphenylphosphine)palladium(0) and 5 ml of morpholine under the preparation conditions of Example 24(b), to yield 1.94 g (89%) of the expected derivative, melting point 138° C. (αD =-53.2°; c=1, ethanol). Starting materials: ClCCl, CC(C)(C)OC(=O)N1CC(c2ccc(C(F)(F)F)cc2)CC(c2nc(-c3cccc(F)c3)no2)C1, O=C(O)C(F)(F)F. The product is Fc1cccc(-c2noc(C3CNCC(c4ccc(C(F)(F)F)cc4)C3)n2)c1. As a reaction SMILES: [Cl:43][CH2:44][Cl:45].[F:1][c:2]1[cH:3][c:4](-[c:8]2[n:9][o:10][c:11]([CH:13]3[CH2:14][N:15]([C:29]([O:30][C:31]([CH3:32])([CH3:33])[CH3:34])=[O:35])[CH2:16][CH:17]([c:19]4[cH:20][cH:21][c:22]([C:25]([F:26])([F:27])[F:28])[cH:23][cH:24]4)[CH2:18]3)[n:12]2)[cH:5][cH:6][cH:7]1.[OH:36][C:37]([C:38]([F:39])([F:40])[F:41])=[O:42]>>[F:1][c:2]1[cH:3][c:4](-[c:8]2[n:9][o:10][c:11]([CH:13]3[CH2:14][NH:15][CH2:16][CH:17]([c:19]4[cH:20][cH:21][c:22]([C:25]([F:26])([F:27])[F:28])[cH:23][cH:24]4)[CH2:18]3)[n:12]2)[cH:5][cH:6][cH:7]1. Starting materials: N1=CC=C(C=C1)C(=O)C1=CC=CC=C1 (phenyl 4-pyridyl ketone), C(C)OC(NN)=O (ethylcarbazate). The solvent is C(C)(=O)O (acetic acid). Reaction conditions: temperature 100 celsius. The product is N1=CC=C(C=C1)C(C1=CC=CC=C1)=NNC(=O)OCC (ethyl (α-4-pyridinylbenzylidene)carbazate). The yield is 42.8%. Reaction SMILES: [N:1]1[CH:6]=[CH:5][C:4]([C:7]([C:9]2[CH:14]=[CH:13][CH:12]=[CH:11][CH:10]=2)=O)=[CH:3][CH:2]=1.[CH2:15]([O:17][C:18](=[O:21])[NH:19][NH2:20])[CH3:16]>C(O)(=O)C>[N:1]1[CH:6]=[CH:5][C:4]([C:7](=[N:20][NH:19][C:18]([O:17][CH2:15][CH3:16])=[O:21])[C:9]2[CH:14]=[CH:13][CH:12]=[CH:11][CH:10]=2)=[CH:3][CH:2]=1. Reported procedure: A mixture of 9.16 gm (0.05 mole) of phenyl 4-pyridyl ketone, 5.21 gm (0.05 mole) of ethylcarbazate and 75 ml of glacial acetic acid is heated at 100° C. for 8 hr. The acetic acid is removed in vacuo. The residue is slurried with ethyl ether and collected to yield 5.76 gm (39%) of the title compound having a melting point of 188.7° C. The reactants are C(C)(C)NC(C)C (diisopropylamine), FC(F)P(OCC)(OCC)=O (diethyl difluoromethylphosphonate), ICCCI (1,3-diiodopropane), C(CCC)[Li] (n-butyllithium). Run in CN(C)P(=O)(N(C)C)N(C)C (HMPA), C1CCOC1 (THF). Reaction conditions: temperature 0 celsius, time 40 minute. Product: FC(CCCI)(F)P(OCC)(OCC)=O (diethyl 1,1-difluoro-4-iodobutylphosphonate). As a reaction SMILES: C(NC(C)C)(C)C.C([Li])CCC.[F:13][CH:14]([P:16](=[O:23])([O:20][CH2:21][CH3:22])[O:17][CH2:18][CH3:19])[F:15].[I:24][CH2:25][CH2:26][CH2:27]I>C1COCC1.CN(P(N(C)C)(N(C)C)=O)C>[F:13][C:14]([P:16](=[O:23])([O:17][CH2:18][CH3:19])[O:20][CH2:21][CH3:22])([F:15])[CH2:27][CH2:26][CH2:25][I:24]. Procedure: To a solution of diisopropylamine (1.6 eq) in THF (1.28 M) was slowly added n-butyllithium (1.5 M in cyclohexane, 1.5 eq) dropwise at 0° C. The reaction mixture was stirred at 0° C. for 40 minutes. The mixture was then cooled down to −78° C., and diethyl difluoromethylphosphonate (1 eq) in HMPA (2.1 M) was slowly added to the reaction. Then the mixture was stirred at −78° C. for 40 minutes and to the resulting solution was added a cooled solution of 1,3-diiodopropane (12.8 M in THF, 4 eq) rapidl...